The task is: describe an organic reaction: reactants, conditions, products, and yield. This data is from the Open Reaction Database (ORD), a public repository of structured organic reaction records. Starting materials: O.[OH-].[Li+] (lithium hydroxide monohydrate), FC1=C(C=CC=C1)C=1N=NN(C1C=1N=CN(C1)C1=NC=C(C(=O)OC)C=C1)C (methyl 6-(4-(4-(2-fluorophenyl)-1-methyl-1H-1,2,3-triazol-5-yl)-1H-imidazol-1-yl)nicotinate). The solvent is O (water), C1CCOC1 (THF), CO (methanol). Reaction conditions: time 1.5 hour. Yields the product FC1=C(C=CC=C1)C=1N=NN(C1C=1N=CN(C1)C1=NC=C(C(=O)O)C=C1)C (6-(4-(4-(2-Fluorophenyl)-1-methyl-1H-1,2,3-triazol-5-yl)-1H-imidazol-1-yl)nicotinic acid). The yield is 89.9%. Reaction SMILES: O.[OH-].[Li+].[F:4][C:5]1[CH:10]=[CH:9][CH:8]=[CH:7][C:6]=1[C:11]1[N:12]=[N:13][N:14]([CH3:31])[C:15]=1[C:16]1[N:17]=[CH:18][N:19]([C:21]2[CH:30]=[CH:29][C:24]([C:25]([O:27]C)=[O:26])=[CH:23][N:22]=2)[CH:20]=1>O.C1COCC1.CO>[F:4][C:5]1[CH:10]=[CH:9][CH:8]=[CH:7][C:6]=1[C:11]1[N:12]=[N:13][N:14]([CH3:31])[C:15]=1[C:16]1[N:17]=[CH:18][N:19]([C:21]2[CH:30]=[CH:29][C:24]([C:25]([OH:27])=[O:26])=[CH:23][N:22]=2)[CH:20]=1 |f:0.1.2|. Reported procedure: A solution of lithium hydroxide monohydrate (63 mg, 1.49 mmol) in water (3.0 mL) was added dropwise to a suspension of methyl 6-(4-(4-(2-fluorophenyl)-1-methyl-1H-1,2,3-triazol-5-yl)-1H-imidazol-1-yl)nicotinate (282 mg, 0.745 mmol) in THF (6.0 mL) and methanol (1 mL). The reaction mixture was then stirred at room temperature for 1.5 h and was then evaporated and the residue dissolved in water, acidified with HCl (1 N), and the resulting precipitate filtered off to afford the title product (244 m... Reactants: BrC=1C=C2C(=NC1)NC=C2 (5-bromo-1H-pyrrolo[2,3-b]pyridine), FC1=C(C(=O)Cl)C(=CC=C1NS(=O)(=O)CCC)F (2,6-difluoro-3-(propane-1-sulfonylamino)-benzoyl chloride), [Cl-].[Cl-].[Cl-].[Al+3] (aluminum trichloride), O (water). Solvent: C(Cl)Cl (methylene chloride), C(Cl)Cl (methylene chloride), C(Cl)Cl (methylene chloride). Reaction conditions: time 60 minute. Product: BrC=1C=C2C(=NC1)NC=C2C(=O)C=2C(=C(C=CC2F)NS(=O)(=O)CCC)F (propane-1-sulfonic acid [3-(5-bromo-1H-pyrrolo[2,3-b]pyridine-3-carbonyl)-2,4-difluoro-phenyl]-amide). As a reaction SMILES: [Cl-].[Cl-].[Cl-].[Al+3].[Br:5][C:6]1[CH:7]=[C:8]2[CH:14]=[CH:13][NH:12][C:9]2=[N:10][CH:11]=1.[F:15][C:16]1[C:24]([NH:25][S:26]([CH2:29][CH2:30][CH3:31])(=[O:28])=[O:27])=[CH:23][CH:22]=[C:21]([F:32])[C:17]=1[C:18](Cl)=[O:19].O>C(Cl)Cl>[Br:5][C:6]1[CH:7]=[C:8]2[C:14]([C:18]([C:17]3[C:16]([F:15])=[C:24]([NH:25][S:26]([CH2:29][CH2:30][CH3:31])(=[O:28])=[O:27])[CH:23]=[CH:22][C:21]=3[F:32])=[O:19])=[CH:13][NH:12][C:9]2=[N:10][CH:11]=1 |f:0.1.2.3|. Reported procedure: To aluminum trichloride (8.89 g, 66.7 mmol) was added methylene chloride (150 mL) under an atmosphere of nitrogen below 5° C. Into this, 5-bromo-1H-pyrrolo[2,3-b]pyridine (55, 1.64 g, 8.34 mmol) in methylene chloride (20 mL) was added. The reaction was stirred for 60.0 minutes and 2,6-difluoro-3-(propane-1-sulfonylamino)-benzoyl chloride (54, 3.50 g, 11.8 mmol) in methylene chloride (20 mL) was added. The reaction was stirred for 6 hours and warmed to room temperature overnight. The reaction mix... Reactants: [H-].[Na+] (NaH), N1=COC(C2=C1C=CC=C2)=O (benzo[d][1,3]oxazin-4-one), C(C)I (ethyl iodide). Run in C1CCOC1 (THF). Run at temperature 60 celsius, time 30 minute. Product: C(C)N(C=1OC(C2=C(N1)C=CC=C2)=O)C2=C(C=CC=C2)I (2-[Ethyl-(2-iodo-phenyl)-amino]-benzo[d][1,3]oxazin-4-one). RXN SMILES: [N:1]1[C:6]2[CH:7]=[CH:8][CH:9]=[CH:10][C:5]=2[C:4](=[O:11])[O:3][CH:2]=1.[H-].[Na+].[CH2:14]([I:16])[CH3:15]>C1COCC1>[CH2:6]([N:1]([C:15]1[CH:10]=[CH:9][CH:8]=[CH:7][C:14]=1[I:16])[C:2]1[O:3][C:4](=[O:11])[C:5]2[CH:10]=[CH:9][CH:8]=[CH:7][C:6]=2[N:1]=1)[CH3:5] |f:1.2|. Reported procedure: 2-(2-Iodo-phenyl)-amino]-benzo[d][1,3]oxazin-4-one (0.308 g, 0.00085 mol) was dissolved in THF (5 mL), and NaH (0.040 g, 0.0010 mol) was added. The reaction was stirred for 30 minutes and ethyl iodide (0.312 g, 0.0020 mol) was added. The reaction was heated to 60° C. and stirred for 24 hours under a nitrogen atmosphere. The reaction mixture was partitioned between H2O (200 mL) and ethyl acetate (200 mL). The ethyl acetate layer was dried (MgSO4), filtered, and concentrated in vacuo. The crude re... Reactants: C[Si](C)(C)[N-][Si](C)(C)C, CN(C)c1ccccc1-c1ccccc1P(C1CCCCC1)C1CCCCC1, CNc1cc(-c2cccnc2Nc2c(C)ccc3c(Cl)nccc23)ncn1, Nc1cccc(OC(F)(F)F)c1, [Li+], NC(CO)(CO)CO. Yields the product CNc1cc(-c2cccnc2Nc2c(C)ccc3c(Nc4cccc(OC(F)(F)F)c4)nccc23)ncn1. Reaction SMILES: [CH3:76][Si:77]([N-:78][Si:79]([CH3:80])([CH3:81])[CH3:82])([CH3:83])[CH3:84].[CH:48]1([P:49]([CH:50]2[CH2:51][CH2:52][CH2:53][CH2:54][CH2:55]2)[c:56]2[cH:57][cH:58][cH:59][cH:60][c:61]2-[c:62]2[cH:63][cH:64][cH:65][cH:66][c:67]2[N:68]([CH3:69])[CH3:70])[CH2:71][CH2:72][CH2:73][CH2:74][CH2:75]1.[Cl:13][c:14]1[n:15][cH:16][cH:17][c:18]2[c:19]([NH:25][c:26]3[n:27][cH:28][cH:29][cH:30][c:31]3-[c:32]3[n:33][cH:34][n:35][c:36]([NH:38][CH3:39])[cH:37]3)[c:20]([CH3:24])[cH:21][cH:22][c:23]12.[F:1][C:2]([O:3][c:4]1[cH:5][c:6]([NH2:7])[cH:8][cH:9][cH:10]1)([F:11])[F:12].[Li+:85].[NH2:40][C:41]([CH2:42][OH:43])([CH2:44][OH:45])[CH2:46][OH:47]>>[F:1][C:2]([O:3][c:4]1[cH:5][c:6]([NH:7][c:14]2[n:15][cH:16][cH:17][c:18]3[c:19]([NH:25][c:26]4[n:27][cH:28][cH:29][cH:30][c:31]4-[c:32]4[n:33][cH:34][n:35][c:36]([NH:38][CH3:39])[cH:37]4)[c:20]([CH3:24])[cH:21][cH:22][c:23]23)[cH:8][cH:9][cH:10]1)([F:11])[F:12]. Starting materials: Cn1nc(Cl)cc(Br)c1=O, O=C([O-])[O-], CN1CC2CCC(C1)N2c1ccc(N)nc1, [Cs+], [Cs+], C1COCCO1, O=C(C=Cc1ccccc1)C=Cc1ccccc1, O=C(C=Cc1ccccc1)C=Cc1ccccc1, O=C(C=Cc1ccccc1)C=Cc1ccccc1, [Pd], [Pd]. Product: CN1CC2CCC(C1)N2c1ccc(Nc2cc(Cl)nn(C)c2=O)nc1. As a reaction SMILES: [Br:1][c:2]1[c:3](=[O:10])[n:4]([CH3:9])[n:5][c:6]([Cl:8])[cH:7]1.[C:27](=[O:28])([O-:29])[O-:30].[CH3:11][N:12]1[CH2:13][CH:14]2[CH2:15][CH2:16][CH:17]([CH2:18]1)[N:19]2[c:20]1[cH:21][cH:22][c:23]([NH2:26])[n:24][cH:25]1.[Cs+:31].[Cs+:32].[O:33]1[CH2:34][CH2:35][O:36][CH2:37][CH2:38]1.[O:41]=[C:42]([CH:43]=[CH:44][c:45]1[cH:46][cH:47][cH:48][cH:49][cH:50]1)[CH:51]=[CH:52][c:53]1[cH:54][cH:55][cH:56][cH:57][cH:58]1.[O:59]=[C:60]([CH:61]=[CH:62][c:63]1[cH:64][cH:65][cH:66][cH:67][cH:68]1)[CH:69]=[CH:70][c:71]1[cH:72][cH:73][cH:74][cH:75][cH:76]1.[O:77]=[C:78]([CH:79]=[CH:80][c:81]1[cH:82][cH:83][cH:84][cH:85][cH:86]1)[CH:87]=[CH:88][c:89]1[cH:90][cH:91][cH:92][cH:93][cH:94]1.[Pd:39].[Pd:40]>>[c:2]1([NH:26][c:23]2[cH:22][cH:21][c:20]([N:19]3[CH:14]4[CH2:13][N:12]([CH3:11])[CH2:18][CH:17]3[CH2:16][CH2:15]4)[cH:25][n:24]2)[c:3](=[O:10])[n:4]([CH3:9])[n:5][c:6]([Cl:8])[cH:7]1. Reactants: C(CCC)N1C[C@H](CCC1)CNC(=O)[C@@H]1N(CCC1)C(=O)[C@H]1N(C[C@@H](C1)O)C(CC(C1=CC=CC=C1)(C1=CC=CC=C1)C1=CC=CC=C1)=O ((2R)-N-{((3R)-1-butyl-3-piperidyl)methyl}-1-{(2S,4R)-4-hydroxy-1-(3,3,3-triphenylpropanoyl)pyrrolidin-2-yl}carbonylpyrrolidine-2-carboxamide), BrCC1CC1 ((bromomethyl)cyclopropane). Product: [Br-].C(CCC)[N+]1(C[C@H](CCC1)CNC(=O)[C@@H]1N(CCC1)C(=O)[C@H]1N(C[C@@H](C1)O)C(CC(C1=CC=CC=C1)(C1=CC=CC=C1)C1=CC=CC=C1)=O)C ((3R)-1-butyl-3-({({(2R)-1-({(2S,4R)-4-hydroxy-1-(3,3,3-triphenylpropanoyl)-2-pyrrolidinyl}carbonyl)-2-pyrrolidinyl}carbonyl)amino}methyl}-1-methylpiperidinium bromide). As a reaction SMILES: [CH2:1]([N:5]1[CH2:10][CH2:9][CH2:8][C@H:7]([CH2:11][NH:12][C:13]([C@H:15]2[CH2:19][CH2:18][CH2:17][N:16]2[C:20]([C@@H:22]2[CH2:26][C@@H:25]([OH:27])[CH2:24][N:23]2[C:28](=[O:49])[CH2:29][C:30]([C:43]2[CH:48]=[CH:47][CH:46]=[CH:45][CH:44]=2)([C:37]2[CH:42]=[CH:41][CH:40]=[CH:39][CH:38]=2)[C:31]2[CH:36]=[CH:35][CH:34]=[CH:33][CH:32]=2)=[O:21])=[O:14])[CH2:6]1)[CH2:2][CH2:3][CH3:4].[Br:50][CH2:51]C1CC1>>[Br-:50].[CH2:1]([N+:5]1([CH3:51])[CH2:10][CH2:9][CH2:8][C@H:7]([CH2:11][NH:12][C:13]([C@H:15]2[CH2:19][CH2:18][CH2:17][N:16]2[C:20]([C@@H:22]2[CH2:26][C@@H:25]([OH:27])[CH2:24][N:23]2[C:28](=[O:49])[CH2:29][C:30]([C:37]2[CH:42]=[CH:41][CH:40]=[CH:39][CH:38]=2)([C:43]2[CH:48]=[CH:47][CH:46]=[CH:45][CH:44]=2)[C:31]2[CH:36]=[CH:35][CH:34]=[CH:33][CH:32]=2)=[O:21])=[O:14])[CH2:6]1)[CH2:2][CH2:3][CH3:4] |f:2.3|. Reported procedure: The title compound was prepared by a method similar to Example 128, using (2R)-N-{((3R)-1-butyl-3-piperidyl)methyl}-1-{(2S,4R)-4-hydroxy-1-(3,3,3-triphenylpropanoyl)pyrrolidin-2-yl}carbonylpyrrolidine-2-carboxamide and (bromomethyl)cyclopropane. The compound was obtained as a white foamy substance.